This data is from the Open Reaction Database (ORD), a public repository of structured organic reaction records. The task is: describe an organic reaction: reactants, conditions, products, and yield Reactants: Cc1ccccc1, CS(C)=O, CC(=O)O, Clc1cnc(Cl)c(Cl)c1, [K+], COc1ccc(N)cc1O, [OH-], O. Yields the product COc1ccc(N)cc1Oc1ncc(Cl)cc1Cl. Reaction SMILES: [CH3:23][c:24]1[cH:25][cH:26][cH:27][cH:28][cH:29]1.[CH3:30][S:31](=[O:32])[CH3:33].[CH3:34][C:35](=[O:36])[OH:37].[Cl:14][c:15]1[n:16][cH:17][c:18]([Cl:22])[cH:19][c:20]1[Cl:21].[K+:12].[NH2:1][c:2]1[cH:3][cH:4][c:5]([O:9][CH3:10])[c:6]([OH:8])[cH:7]1.[OH-:11].[OH2:13]>>[NH2:1][c:2]1[cH:3][cH:4][c:5]([O:9][CH3:10])[c:6]([O:8][c:15]2[n:16][cH:17][c:18]([Cl:22])[cH:19][c:20]2[Cl:21])[cH:7]1. Reactants: C1(CC1)CNC1(CC1)COC1=C(C=C2C(=CC=NC2=C1)OC=1C=C2C=CC=C(C2=CC1)C(=O)NC)OC (6-(7-((1-(Cyclopropylmethylamino)cyclopropyl)methoxy)-6-methoxyquinolin-4-yloxy)-N-methyl-1-naphthamide), C=O (HCHO), [BH-](OC(=O)C)(OC(=O)C)OC(=O)C.[Na+] (NaBH(OAc)3). Solvent: C(Cl)Cl (DCM). Procedure details: The compound of Example 13 (40 mg) was mixed with HCHO (2 eq, 37% in H2O), NaBH(OAc)3 (2 eq) in DCM (5 ml) and stirred at RT for 3 hours. The reaction was evaporated and purified with silica gel column to give the titled product (20 mg). Mass: (M+1), 512 Reaction SMILES: [CH:1]1([CH2:4][NH:5][C:6]2([CH2:9][O:10][C:11]3[CH:20]=[C:19]4[C:14]([C:15]([O:21][C:22]5[CH:23]=[C:24]6[C:29](=[CH:30][CH:31]=5)[C:28]([C:32]([NH:34][CH3:35])=[O:33])=[CH:27][CH:26]=[CH:25]6)=[CH:16][CH:17]=[N:18]4)=[CH:13][C:12]=3[O:36][CH3:37])[CH2:8][CH2:7]2)[CH2:3][CH2:2]1.C=O.[BH-](OC(C)=O)(OC(C)=O)O[C:42](C)=O.[Na+]>C(Cl)Cl>[CH:1]1([CH2:4][N:5]([CH3:42])[C:6]2([CH2:9][O:10][C:11]3[CH:20]=[C:19]4[C:14]([C:15]([O:21][C:22]5[CH:23]=[C:24]6[C:29](=[CH:30][CH:31]=5)[C:28]([C:32]([NH:34][CH3:35])=[O:33])=[CH:27][CH:26]=[CH:25]6)=[CH:16][CH:17]=[N:18]4)=[CH:13][C:12]=3[O:36][CH3:37])[CH2:7][CH2:8]2)[CH2:3][CH2:2]1 |f:2.3|. Run at time 3 hour. Product: C1(CC1)CN(C1(CC1)COC1=C(C=C2C(=CC=NC2=C1)OC=1C=C2C=CC=C(C2=CC1)C(=O)NC)OC)C (6-(7-((1-((Cyclopropylmethyl)(methyl)amino)cyclopropyl)methoxy)-6-methoxyquinolin-4-yloxy)-N-methyl-1-naphthamide). Starting materials: BrBr (bromine), BrC=1C=C(C(=CC1)Br)C (3,6-dibromotoluene). Yields the product BrC=1C=C(CBr)C(=CC1)Br (3,6-Dibromobenzylbromide). RXN SMILES: [Br:1]Br.[Br:3][C:4]1[CH:5]=[C:6]([CH3:11])[C:7]([Br:10])=[CH:8][CH:9]=1>>[Br:3][C:4]1[CH:5]=[C:6]([C:7]([Br:10])=[CH:8][CH:9]=1)[CH2:11][Br:1]. Reported procedure: In a three-necked round-bottom 250 ml flask equipped with a reflux condenser, thermometer, dropping funnel with pressure-equalizing, and magnetic stirring bar 15.5 ml (47.9 g, 0.30 mmol) of bromine were added dropwise to 74.9 g (0.30 mol) of 3,6-dibromotoluene under exposure to 500 W lamp for 3 h at 190° C. The resulting mixture was cooled to room temperature. Fractional distillation gave a colorless liquid, b.p. 132-135° C./3 mm Hg. Yield 84.3 g (85%).